From a dataset of the Open Reaction Database (ORD), a public repository of structured organic reaction records. describe an organic reaction: reactants, conditions, products, and yield Reactants: C(C#C)Br (propargyl bromide), C(C#C)Br (Propargyl bromide), CC1=C(N=CN1C(C1=CC=CC=C1)(C1=CC=CC=C1)C1=CC=CC=C1)CC1CCC=2NC3=CC=CC=C3C2C1=O (1,2,3,9-tetrahydro-3-[[5-methyl-1-(triphenylmethyl)-1H-imidazol-4-yl]methyl]-4H-carbazol-4-one), C([O-])([O-])=O.[K+].[K+] (potassium carbonate), O (Water). Solvent: CC(=O)C (acetone). Conditions: time 60 hour. Yields the product CC1=C(N=CN1C(C1=CC=CC=C1)(C1=CC=CC=C1)C1=CC=CC=C1)CC1CCC=2N(C3=CC=CC=C3C2C1=O)CC#C (1,2,3,9-Tetrahydro-3-[[5-methyl-1-(triphenylmethyl)-1H-imidazol-4-yl]methyl]-9-(2-propynyl)-4H-carbazol-4-one). As a reaction SMILES: [CH2:1](Br)[C:2]#[CH:3].[CH3:5][C:6]1[N:10]([C:11]([C:24]2[CH:29]=[CH:28][CH:27]=[CH:26][CH:25]=2)([C:18]2[CH:23]=[CH:22][CH:21]=[CH:20][CH:19]=2)[C:12]2[CH:17]=[CH:16][CH:15]=[CH:14][CH:13]=2)[CH:9]=[N:8][C:7]=1[CH2:30][CH:31]1[C:43](=[O:44])[C:42]2[C:41]3[C:36](=[CH:37][CH:38]=[CH:39][CH:40]=3)[NH:35][C:34]=2[CH2:33][CH2:32]1.C(=O)([O-])[O-].[K+].[K+].O>CC(C)=O>[CH3:5][C:6]1[N:10]([C:11]([C:12]2[CH:13]=[CH:14][CH:15]=[CH:16][CH:17]=2)([C:18]2[CH:23]=[CH:22][CH:21]=[CH:20][CH:19]=2)[C:24]2[CH:29]=[CH:28][CH:27]=[CH:26][CH:25]=2)[CH:9]=[N:8][C:7]=1[CH2:30][CH:31]1[C:43](=[O:44])[C:42]2[C:41]3[C:36](=[CH:37][CH:38]=[CH:39][CH:40]=3)[N:35]([CH2:3][C:2]#[CH:1])[C:34]=2[CH2:33][CH2:32]1 |f:2.3.4|. Procedure details: Propargyl bromide (0.086 ml) was added to a suspension of 1,2,3,9-tetrahydro-3-[[5-methyl-1-(triphenylmethyl)-1H-imidazol-4-yl]methyl]-4H-carbazol-4-one (500 mg) and potassium carbonate (265 mg) in acetone (10 ml) and the mixture was stirred under nitrogen for 60 h. More propargyl bromide (0.086 ml) was added and the mixture was stirred at room temperature for 24 h and then at reflux for 6 h. Water (50 ml) was added and the suspension was extracted with dichloromethane (3×25 ml). The combined, d... Starting materials: CC(C)C(=O)Nc1c[nH]c2ncc(Br)c(F)c12, CCCCO, CC(C)(C)OC(=O)NC1CCCNC1. Product: CC(C)C(=O)Nc1c[nH]c2ncc(Br)c(N3CCCC(NC(=O)OC(C)(C)C)C3)c12. As a reaction SMILES: [Br:15][c:16]1[c:17]([F:31])[c:18]2[c:19]([n:20][cH:21]1)[nH:22][cH:23][c:24]2[NH:25][C:26]([CH:27]([CH3:28])[CH3:29])=[O:30].[CH2:32]([OH:33])[CH2:34][CH2:35][CH3:36].[NH:1]1[CH2:2][CH:3]([NH:7][C:8]([O:9][C:10]([CH3:11])([CH3:12])[CH3:13])=[O:14])[CH2:4][CH2:5][CH2:6]1>>[N:1]1([c:17]2[c:16]([Br:15])[cH:21][n:20][c:19]3[c:18]2[c:24]([NH:25][C:26]([CH:27]([CH3:28])[CH3:29])=[O:30])[cH:23][nH:22]3)[CH2:2][CH:3]([NH:7][C:8]([O:9][C:10]([CH3:11])([CH3:12])[CH3:13])=[O:14])[CH2:4][CH2:5][CH2:6]1. Run at temperature 0 celsius, time 12 hour. Product: C(CC)NC(CCCC1=CC=CC=2OC=COC21)=O (N-Propyl-4-(1,4-benzodioxin-5-yl)butanamide). Procedure: A suspension of 0.29 g (2.6 mmol) of n-propylamine hydrochloride in 7 ml of anhydrous N,N-dimethylformamide is cooled to 0° C. and then 0.33 g (3.54 mmol) of N,N-dimethylaminopyridine are added to the mixture. After the addition of 0.41 g (2.36 mmol) of the acid obtained in Step F of Example 40, 0.5 g (2.6 mmol) of EDC is added to the mixture. The solution is stirred for 12 hours under argon at room temperature and then the solvent is evaporated off in vacuo. The residue is taken up in a water/e... Reaction SMILES: Cl.[CH2:2]([NH2:5])[CH2:3][CH3:4].[O:6]1[C:11]2[CH:12]=[CH:13][CH:14]=[C:15]([CH2:16][CH2:17][CH2:18][C:19](O)=[O:20])[C:10]=2[O:9][CH:8]=[CH:7]1.C(Cl)CCl>CN(C)C=O>[CH2:2]([NH:5][C:19](=[O:20])[CH2:18][CH2:17][CH2:16][C:15]1[C:10]2[O:9][CH:8]=[CH:7][O:6][C:11]=2[CH:12]=[CH:13][CH:14]=1)[CH2:3][CH3:4] |f:0.1|. Solvent: CN(C=O)C (N,N-dimethylformamide). The reactants are Cl.C(CC)N (n-propylamine hydrochloride), O1C=COC2=C1C=CC=C2CCCC(=O)O (4-(1,4-benzodioxin-5-yl)butanoic acid), C(CCl)Cl (EDC), N,N-dimethylaminopyridine. Starting materials: ON (hydroxyamine), FC1=C(OC2=CC3=C(NC(=N3)C3=NC=CN=C3)C=C2OC=2C=NC(=CC2)C#N)C=CC=C1 (5-(2-Fluoro-phenoxy)-2-pyrazin-2-yl-6-(6-cyano-pyridin-3-yloxy)-1H-benzimidazole), C(C)O (ethanol). Run at time 3 hour. Product: FC1=C(OC2=CC3=C(NC(=N3)C3=NC=CN=C3)C=C2OC2=CC=C(C=C2)C(NO)=N)C=CC=C1 (5-(2-Fluoro-phenoxy)-2-pyrazin-2-yl-6-(4-(N-hydroxycarbamimidoyl)-phenoxy)-1H-benzimidazole). As a reaction SMILES: [OH:1][NH2:2].[F:3][C:4]1[CH:34]=[CH:33][CH:32]=[CH:31][C:5]=1[O:6][C:7]1[C:21]([O:22][C:23]2[CH:24]=N[C:26]([C:29]#[N:30])=[CH:27][CH:28]=2)=[CH:20][C:10]2[NH:11][C:12]([C:14]3[CH:19]=[N:18][CH:17]=[CH:16][N:15]=3)=[N:13][C:9]=2[CH:8]=1.[CH2:35](O)C>>[F:3][C:4]1[CH:34]=[CH:33][CH:32]=[CH:31][C:5]=1[O:6][C:7]1[C:21]([O:22][C:23]2[CH:24]=[CH:35][C:26]([C:29](=[NH:30])[NH:2][OH:1])=[CH:27][CH:28]=2)=[CH:20][C:10]2[NH:11][C:12]([C:14]3[CH:19]=[N:18][CH:17]=[CH:16][N:15]=3)=[N:13][C:9]=2[CH:8]=1. Procedure: 0.5 ml of hydroxyamine (50% aqueous solution) was added to an ethanol (0.5 ml) solution of 6.0 mg of 5-(2-fluoro-phenoxy)-2-pyrazin-2-yl-6-(6-cyano-pyridin-3-yloxy)-1H-benzimidazole obtained in Example 252, and the reaction liquid was stirred at room temperature for 3 hours. Then, the solvent was evaporated away under reduced pressure to obtain the entitled compound as a pale yellow solid. Procedure details: {1-[4-(1-Hydroxy-2-phenyl-ethyl)-benzyl]-3,5-dimethyl-1H-pyrazol-4-yl}-acetic acid methyl ester (intermediate 15.1.2, 110 mg, 0.29 mmol) was dissolved in 3 ml dioxane and aqueous NaOH solution (0.58 ml, 1 M) was added. After stirring for 2.5 h at 60° C. and dilution with water, aqueous HCl solution (0.61 ml, 1 M) was added. The mixture was extracted with ethyl acetate, and the organic layer was dried with MgSO4 and evaporated under reduced pressure. The residue was lyophilized. As a reaction SMILES: C[O:2][C:3](=[O:28])[CH2:4][C:5]1[C:6]([CH3:27])=[N:7][N:8]([CH2:11][C:12]2[CH:17]=[CH:16][C:15]([CH:18]([OH:26])[CH2:19][C:20]3[CH:25]=[CH:24][CH:23]=[CH:22][CH:21]=3)=[CH:14][CH:13]=2)[C:9]=1[CH3:10].[OH-].[Na+].O.Cl>O1CCOCC1>[OH:26][CH:18]([C:15]1[CH:16]=[CH:17][C:12]([CH2:11][N:8]2[C:9]([CH3:10])=[C:5]([CH2:4][C:3]([OH:28])=[O:2])[C:6]([CH3:27])=[N:7]2)=[CH:13][CH:14]=1)[CH2:19][C:20]1[CH:21]=[CH:22][CH:23]=[CH:24][CH:25]=1 |f:1.2|. Product: OC(CC1=CC=CC=C1)C1=CC=C(CN2N=C(C(=C2C)CC(=O)O)C)C=C1 ({1-[4-(1-Hydroxy-2-phenyl-ethyl)-benzyl]-3,5-dimethyl-1H-pyrazol-4-yl}-acetic acid). Conditions: temperature 60 celsius, time 2.5 hour. Run in O1CCOCC1 (dioxane). Reactants: COC(CC=1C(=NN(C1C)CC1=CC=C(C=C1)C(CC1=CC=CC=C1)O)C)=O ({1-[4-(1-Hydroxy-2-phenyl-ethyl)-benzyl]-3,5-dimethyl-1H-pyrazol-4-yl}-acetic acid methyl ester), COC(CC=1C(=NN(C1C)CC1=CC=C(C=C1)C(CC1=CC=CC=C1)O)C)=O ({1-[4-(1-Hydroxy-2-phenyl-ethyl)-benzyl]-3,5-dimethyl-1H-pyrazol-4-yl}-acetic acid methyl ester), [OH-].[Na+] (NaOH), O (water), Cl (HCl). Starting materials: CCCN(CCC)C(=O)c1cc(NC(=O)CCCCl)cc(C(=O)OC)c1, CCOC(C)=O, [H-], [Na+]. Product: CCCN(CCC)C(=O)c1cc(C(=O)OC)cc(N2CCCC2=O)c1. Reaction SMILES: [CH3:1][O:2][C:3]([c:4]1[cH:5][c:6]([C:7](=[O:8])[N:9]([CH2:10][CH2:11][CH3:12])[CH2:13][CH2:14][CH3:15])[cH:16][c:17]([NH:19][C:20]([CH2:21][CH2:22][CH2:23][Cl:24])=[O:25])[cH:18]1)=[O:26].[CH3:29][CH2:30][O:31][C:32]([CH3:33])=[O:34].[H-:28].[Na+:27]>>[CH3:1][O:2][C:3]([c:4]1[cH:5][c:6]([C:7](=[O:8])[N:9]([CH2:10][CH2:11][CH3:12])[CH2:13][CH2:14][CH3:15])[cH:16][c:17]([N:19]2[C:20](=[O:25])[CH2:21][CH2:22][CH2:23]2)[cH:18]1)=[O:26]. Reactants: ClC1=CC=C2CCNC2=C1 (6-chloro-indoline), ClC1=NC=NC2=CC(=C(C=C12)Cl)OC (4,6-dichloro-7-methoxy-quinazoline). The product is ClC=1C=C2C(=NC=NC2=CC1OC)N1CCC2=CC=C(C=C12)Cl (6-Chloro-4-(6-chloro-2,3-dihydro-indol-1-yl)-7-methoxy-quinazoline). Yield: 17.0%. As a reaction SMILES: [Cl:1][C:2]1[CH:10]=[C:9]2[C:5]([CH2:6][CH2:7][NH:8]2)=[CH:4][CH:3]=1.Cl[C:12]1[C:21]2[C:16](=[CH:17][C:18]([O:23][CH3:24])=[C:19]([Cl:22])[CH:20]=2)[N:15]=[CH:14][N:13]=1>>[Cl:22][C:19]1[CH:20]=[C:21]2[C:16](=[CH:17][C:18]=1[O:23][CH3:24])[N:15]=[CH:14][N:13]=[C:12]2[N:8]1[C:9]2[C:5](=[CH:4][CH:3]=[C:2]([Cl:1])[CH:10]=2)[CH2:6][CH2:7]1. Procedure: Utilizing a procedure analogous to that described in Example 1, this product was prepared in 17% yield from 6-chloro-indoline and 4,6-dichloro-7-methoxy-quinazoline. (M.P. 226° C.; LC-MS: 346 (MH+)). Reactants: FC1=C(C=CC=C1)NC(NC1=CC=C(C=C1)C=1C=C2CN(C(C2=CC1)=O)[C@H](C(=O)OC)C(C)C)=S ((S)-Methyl 2-(5-(4-(3-(2-fluorophenyl)thioureido)phenyl)-1-oxoisoindolin-2-yl)-3-methylbutanoate), NC1=CC=C(C=C1)C=1C=C2CN(C(C2=CC1)=O)[C@H](C(=O)OC)C(C)C ((S)-Methyl 2-(5-(4-aminophenyl)-1-oxoisoindolin-2-yl)-3-methylbutanoate), CC1=CC=C(C=C1)N=C=S (4-methyl phenyl isothiocyanate), compound, compound. Product: CC([C@@H](C(=O)OC)N1C(C2=CC=C(C=C2C1)C1=CC=C(C=C1)NC(=S)NC1=CC=C(C=C1)C)=O)C ((S)-Methyl 3-methyl-2-(1-oxo-5-(4-(3-p-tolylthioureido)phenyl)isoindolin-2-yl)butanoate). As a reaction SMILES: F[C:2]1[CH:7]=[CH:6][CH:5]=[CH:4][C:3]=1[NH:8][C:9](=[S:35])[NH:10][C:11]1[CH:16]=[CH:15][C:14]([C:17]2[CH:18]=[C:19]3[C:23](=[CH:24][CH:25]=2)[C:22](=[O:26])[N:21]([C@@H:27]([CH:32]([CH3:34])[CH3:33])[C:28]([O:30][CH3:31])=[O:29])[CH2:20]3)=[CH:13][CH:12]=1.N[C:37]1C=CC(C2C=C3C(=CC=2)C(=O)N([C@@H](C(C)C)C(OC)=O)C3)=CC=1.CC1C=CC(N=C=S)=CC=1>>[CH3:33][CH:32]([CH3:34])[C@H:27]([N:21]1[CH2:20][C:19]2[C:23](=[CH:24][CH:25]=[C:17]([C:14]3[CH:15]=[CH:16][C:11]([NH:10][C:9]([NH:8][C:3]4[CH:4]=[CH:5][C:6]([CH3:37])=[CH:7][CH:2]=4)=[S:35])=[CH:12][CH:13]=3)[CH:18]=2)[C:22]1=[O:26])[C:28]([O:30][CH3:31])=[O:29]. Procedure details: The compound of example 274 was prepared analogous to compound of example 256 by reaction of compound of example 223 with 4-methyl phenyl isothiocyanate. The compound of example 274 was used directly without isolation, for the preparation of compound of example 275. Reactants: C(N)(=O)CP(OCC)(OCC)=O (diethyl carbamoylmethylphosphonate), CC(C)([O-])C.[K+] (potassium tert-butoxide), C(C=C)OC(=O)N1[C@@H](C[C@H](C1)O[Si](C)(C)C(C)(C)C)CCN1C=NC(=C1)C=O ((2R,4R)-1-allyloxycarbonyl-4-tert-butyldimethylsilyloxy-2-{2-(4-formylimidazol-1-yl)ethyl}pyrrolidine). The solvent is O (water), O1CCCC1 (tetrahydrofuran), O1CCCC1 (tetrahydrofuran), C(C)(=O)OCC (ethyl acetate), O (water). Run at time 1 hour. Product: C(C=C)OC(=O)N1[C@@H](C[C@H](C1)O[Si](C)(C)C(C)(C)C)CCN1C=NC(=C1)C=CC(N)=O ((2R,4R)-1-allyloxycarbonyl-4-tert-butyl-dimethylsilyloxy-2-[2-{4-(2-carbamoylethenyl)imidazol-1-yl}ethyl]pyrrolidine). Isolated yield 52.5%. Reaction SMILES: [C:1]([CH2:4]P(=O)(OCC)OCC)(=[O:3])[NH2:2].CC(C)([O-])C.[K+].[CH2:19]([O:22][C:23]([N:25]1[CH2:29][C@H:28]([O:30][Si:31]([C:34]([CH3:37])([CH3:36])[CH3:35])([CH3:33])[CH3:32])[CH2:27][C@H:26]1[CH2:38][CH2:39][N:40]1[CH:44]=[C:43]([CH:45]=O)[N:42]=[CH:41]1)=[O:24])[CH:20]=[CH2:21]>O1CCCC1.C(OCC)(=O)C.O>[CH2:19]([O:22][C:23]([N:25]1[CH2:29][C@H:28]([O:30][Si:31]([C:34]([CH3:36])([CH3:37])[CH3:35])([CH3:33])[CH3:32])[CH2:27][C@H:26]1[CH2:38][CH2:39][N:40]1[CH:44]=[C:43]([CH:45]=[CH:4][C:1](=[O:3])[NH2:2])[N:42]=[CH:41]1)=[O:24])[CH:20]=[CH2:21] |f:1.2|. Procedure: To a solution of diethyl carbamoylmethylphosphonate (12.7 g) and potassium tert-butoxide (13.9 g) in tetrahydrofuran (400 ml) were added a solution of (2R,4R)-1-allyloxycarbonyl-4-tert-butyldimethylsilyloxy-2-{2-(4-formylimidazol-1-yl)ethyl}pyrrolidine (24 g) in tetrahydrofuran (50 ml) at 45° C. After stirring for 1 hour, to the reaction mixture were added water (3 ml). Evaporation of the solvent gave a residue, which was dissolved in a mixture of ethyl acetate (500 ml) and water (50 ml). The or...